The task is: describe an organic reaction: reactants, conditions, products, and yield. This data is from the Open Reaction Database (ORD), a public repository of structured organic reaction records. Reactants: OCCN(C1=CC(=C(C#N)C=C1)C(F)(F)F)CC(F)(F)F (4-[(2-hydroxyethyl)(2,2,2-trifluoroethyl)amino]-2-(trifluoromethyl)benzonitrile), OC=1N=NC=CC1 (3-hydroxypyridazine). The solvent is COCCOC (DME). The product is N1=NC(=CC=C1)OCCN(C1=CC(=C(C#N)C=C1)C(F)(F)F)CC(F)(F)F (4-[[2-(3-Pyridazinyloxy)ethyl](2,2,2-trifluoroethyl)amino]-2-(trifluoromethyl)benzonitrile). Reaction SMILES: [OH:1][CH2:2][CH2:3][N:4]([CH2:17][C:18]([F:21])([F:20])[F:19])[C:5]1[CH:12]=[CH:11][C:8]([C:9]#[N:10])=[C:7]([C:13]([F:16])([F:15])[F:14])[CH:6]=1.O[C:23]1[N:24]=[N:25][CH:26]=[CH:27][CH:28]=1>COCCOC>[N:24]1[CH:23]=[CH:28][CH:27]=[C:26]([O:1][CH2:2][CH2:3][N:4]([CH2:17][C:18]([F:19])([F:20])[F:21])[C:5]2[CH:12]=[CH:11][C:8]([C:9]#[N:10])=[C:7]([C:13]([F:15])([F:16])[F:14])[CH:6]=2)[N:25]=1. Procedure details: Synthesized as described in Example 27B from 4-[(2-hydroxyethyl)(2,2,2-trifluoroethyl)amino]-2-(trifluoromethyl)benzonitrile (Example 15B) and 3-hydroxypyridazine, using dry DME as the reaction solvent: MS (ESI) m/z 391 (M+1). Procedure details: Prepared according to the procedure described in Example 42, Step 2, using 1-{4′-[4-(6-bromo-pyridin-2-ylamino)-3-methyl-isoxazol-5-yl]-biphenyl-4-yl}-cyclopropanecarboxylic acid ethyl ester and 2-chloro-5-fluoro-phenylboronic acid. Reactants: C(C)OC(=O)C1(CC1)C1=CC=C(C=C1)C1=CC=C(C=C1)C1=C(C(=NO1)C)NC1=NC(=CC=C1)Br (1-{4′-[4-(6-bromo-pyridin-2-ylamino)-3-methyl-isoxazol-5-yl]-biphenyl-4-yl}-cyclopropanecarboxylic acid ethyl ester), ClC1=C(C=C(C=C1)F)B(O)O (2-chloro-5-fluoro-phenylboronic acid). The product is C(C)OC(=O)C1(CC1)C1=CC=C(C=C1)C1=CC=C(C=C1)C1=C(C(=NO1)C)NC1=NC(=CC=C1)C1=C(C=CC(=C1)F)Cl (1-(4′-{4-[6-(2-Chloro-5-fluoro-phenyl)-pyridin-2-ylamino]-3-methyl-isoxazol-5-yl}-biphenyl-4-yl)-cyclopropanecarboxylic acid ethyl ester). As a reaction SMILES: [CH2:1]([O:3][C:4]([C:6]1([C:9]2[CH:14]=[CH:13][C:12]([C:15]3[CH:20]=[CH:19][C:18]([C:21]4[O:25][N:24]=[C:23]([CH3:26])[C:22]=4[NH:27][C:28]4[CH:33]=[CH:32][CH:31]=[C:30](Br)[N:29]=4)=[CH:17][CH:16]=3)=[CH:11][CH:10]=2)[CH2:8][CH2:7]1)=[O:5])[CH3:2].[Cl:35][C:36]1[CH:41]=[CH:40][C:39]([F:42])=[CH:38][C:37]=1B(O)O>>[CH2:1]([O:3][C:4]([C:6]1([C:9]2[CH:14]=[CH:13][C:12]([C:15]3[CH:20]=[CH:19][C:18]([C:21]4[O:25][N:24]=[C:23]([CH3:26])[C:22]=4[NH:27][C:28]4[CH:33]=[CH:32][CH:31]=[C:30]([C:41]5[CH:40]=[C:39]([F:42])[CH:38]=[CH:37][C:36]=5[Cl:35])[N:29]=4)=[CH:17][CH:16]=3)=[CH:11][CH:10]=2)[CH2:8][CH2:7]1)=[O:5])[CH3:2]. Reactants: CC(=O)[O-], CC(=O)[O-], CC(=O)[O-], CC(=O)[O-], CCn1c2ccccc2c2cc(C=C(C#N)c3cc(C(F)(F)F)cc(C(F)(F)F)c3)ccc21, CN(C)C=O, N#C[Na], O, [Pb+4]. Yields the product CCn1c2ccccc2c2cc(C(C#N)=C(C#N)c3cc(C(F)(F)F)cc(C(F)(F)F)c3)ccc21. Reaction SMILES: [C:38]([O-:39])(=[O:40])[CH3:41].[C:42]([O-:43])(=[O:44])[CH3:45].[C:46]([O-:47])(=[O:48])[CH3:49].[C:50]([O-:51])(=[O:52])[CH3:53].[CH2:1]([CH3:2])[n:3]1[c:4]2[cH:5][cH:6][cH:7][cH:8][c:9]2[c:10]2[cH:11][c:12]([CH:16]=[C:17]([c:18]3[cH:19][c:20]([C:28]([F:29])([F:30])[F:31])[cH:21][c:22]([C:24]([F:25])([F:26])[F:27])[cH:23]3)[C:32]#[N:33])[cH:13][cH:14][c:15]12.[CH3:55][N:56]([CH3:57])[CH:58]=[O:59].[Na:34][C:35]#[N:36].[OH2:37].[Pb+4:54]>>[CH2:1]([CH3:2])[n:3]1[c:4]2[cH:5][cH:6][cH:7][cH:8][c:9]2[c:10]2[cH:11][c:12]([C:16](=[C:17]([c:18]3[cH:19][c:20]([C:28]([F:29])([F:30])[F:31])[cH:21][c:22]([C:24]([F:25])([F:26])[F:27])[cH:23]3)[C:32]#[N:33])[C:35]#[N:36])[cH:13][cH:14][c:15]12. Reactants: BrC1=C2C=CC(=NC2=CC=C1)Cl (5-bromo-2-chloroquinoline), CC1=CC=C(O1)CN (5-methyl-2-furanmethanamine), COCC=1C=C(CN)C=CC1 (3-methoxymethyl-benzylamine). Yields the product COCC=1C=C(CNC=2C=3C=CC(=NC3C=CC2)NCC=2OC(=CC2)C)C=CC1 (N5-(3-Methoxymethyl-benzyl)-N2-(5-methyl-furan-2-ylmethyl)-quinoline-2,5-diamine). Reaction SMILES: Br[C:2]1[CH:11]=[CH:10][CH:9]=[C:8]2[C:3]=1[CH:4]=[CH:5][C:6](Cl)=[N:7]2.[CH3:13][C:14]1[O:18][C:17]([CH2:19][NH2:20])=[CH:16][CH:15]=1.[CH3:21][O:22][CH2:23][C:24]1[CH:25]=[C:26]([CH:29]=[CH:30][CH:31]=1)[CH2:27][NH2:28]>>[CH3:21][O:22][CH2:23][C:24]1[CH:25]=[C:26]([CH:29]=[CH:30][CH:31]=1)[CH2:27][NH:28][C:2]1[C:3]2[CH:4]=[CH:5][C:6]([NH:20][CH2:19][C:17]3[O:18][C:14]([CH3:13])=[CH:15][CH:16]=3)=[N:7][C:8]=2[CH:9]=[CH:10][CH:11]=1. Procedure details: The title compound, MS: m/e=388.4 (M+H+), was prepared in accordance with the general method of example 1 from 5-bromo-2-chloroquinoline, 5-methyl-2-furanmethanamine and 3-methoxymethyl-benzylamine (CAS 148278-90-4). The reactants are C(CCCC#C)(=O)O (5-hexynoic acid), KHCO3, BrN1C(CCC1=O)=O (N-bromosuccinimide), [OH-].C(CCC)[N+](CCCC)(CCCC)CCCC (tetrabutylammonium hydroxide). Solvent: C(Cl)Cl (CH2Cl2). Run at time 3.5 hour. Yields the product Br\C=C\1/CCCC(O1)=O ((E)-6-(Bromomethylene)tetrahydro-2H-pyran-2-one). The yield is 58.0%. RXN SMILES: [C:1]([OH:8])(=[O:7])[CH2:2][CH2:3][CH2:4][C:5]#[CH:6].[Br:9]N1C(=O)CCC1=O.[OH-].C([N+](CCCC)(CCCC)CCCC)CCC>C(Cl)Cl>[Br:9]/[CH:6]=[C:5]1\[CH2:4][CH2:3][CH2:2][C:1](=[O:8])[O:7]\1 |f:2.3|. Procedure: This compound was prepared according to the procedure set forth in Kraft et al, J. Am. Chem. Soc., 103, 5459-5466 (1981). A mixture of the 5-hexynoic acid of Part A (1.1 g, 9.8 mmol), KHCO3 (1.5 g, 15 mmol), N-bromosuccinimide (2.6 g, 15 mmol) and 0.4M aqueous tetrabutylammonium hydroxide (2 mL, 0.8 mmol) in CH2Cl2 (90 mL) was stirred at room temperature for 3.5 h. The mixture was washed with 5% Na2S2O3 and saturated NaCl. The organic phase was dried (MgSO4) and the solvent was removed in vacuo ... Starting materials: O=C(Cl)OCC(Cl)(Cl)Cl, CCOC(C)=O, CC(C)(C)c1cc(N)n(-c2ccc(C#N)cc2)n1, [Na+], [OH-]. Reaction SMILES: [C:21]([O:22][CH2:23][C:24]([Cl:25])([Cl:26])[Cl:27])(=[O:28])[Cl:29].[CH3:30][CH2:31][O:32][C:33](=[O:34])[CH3:35].[NH2:1][c:2]1[cH:3][c:4]([C:15]([CH3:16])([CH3:17])[CH3:18])[n:5][n:6]1-[c:7]1[cH:8][cH:9][c:10]([C:11]#[N:12])[cH:13][cH:14]1.[Na+:20].[OH-:19]>>[NH:1]([c:2]1[cH:3][c:4]([C:15]([CH3:16])([CH3:17])[CH3:18])[n:5][n:6]1-[c:7]1[cH:8][cH:9][c:10]([C:11]#[N:12])[cH:13][cH:14]1)[C:21]([O:22][CH2:23][C:24]([Cl:25])([Cl:26])[Cl:27])=[O:28]. The product is CC(C)(C)c1cc(NC(=O)OCC(Cl)(Cl)Cl)n(-c2ccc(C#N)cc2)n1.